This data is from the Open Reaction Database (ORD), a public repository of structured organic reaction records. The task is: describe an organic reaction: reactants, conditions, products, and yield The reactants are C1=CC=CC=2OC=3C(C21)=CC2=CC=CC=C2C3C=O (Benzo[b]naphtho[2,3-d]furan-6-carbaldehyde), C1=CC=CC=2OC3=C(C21)C=C2C=CC=CC2=C3 (Benzo[b]naphtho[2,3-d]furan), C1=CC=CC=2OC=3C(C21)=CC2=CC=CC=C2C3C=O (benzo[b]naphtho[2,3-d]furan-6-carbaldehyde), aldehyde, aldehyde, furan-11-carbaldehyde. The solvent is C1(=CC=CC=C1)C.CCCCCC (PhCH3 hexane). The product is C1=CC=CC=2OC3=C(C21)C(=C2C=CC=CC2=C3)C=O (Benzo[b]naphtho[2,3-d]furan-11-carbaldehyde). Yield: 58.0%. Reaction SMILES: [CH:1]1[C:9]2[C:8]3[CH:10]=[C:11]4[C:16](=[CH:17][C:7]=3[O:6][C:5]=2[CH:4]=[CH:3][CH:2]=1)[CH:15]=[CH:14][CH:13]=[CH:12]4.C1C2C3=CC4C(C(C=O)=C3[O:23][C:22]=2C=CC=1)=CC=CC=4>C1(C)C=CC=CC=1.CCCCCC>[CH:1]1[C:9]2[C:8]3[C:10]([CH:22]=[O:23])=[C:11]4[C:16](=[CH:17][C:7]=3[O:6][C:5]=2[CH:4]=[CH:3][CH:2]=1)[CH:15]=[CH:14][CH:13]=[CH:12]4 |f:2.3|. Procedure: Benzo[b]naphtho[2,3-d]furan (H. G. Pars Pharmaceutical Laboratories, Inc.) was formylated using the procedure of A. Rieche et al., Chem. Ber. 93, 88 (1960). The crude aldehyde appeared to be mainly one isomer accompanied by a small amount of a second aldehyde by TLC. Purification by chromatography (SiO2, PhCH3) followed by recrystallization (CH2Cl2 /hexane) gave the main component in 58% yield identified using NMR techniques to be benzo[b]naphtho[2,3-d]furan-6-carbaldehyde, (2A) mp 169°-171.5°, ... The reactants are COc1ccccc1Oc1c(Cl)nc(-c2ccncc2)nc1Cl, [K], CN(C)C=O, NS(=O)(=O)CCc1ccccc1. Product: COc1ccccc1Oc1c(Cl)nc(-c2ccncc2)nc1NS(=O)(=O)CCc1ccccc1. RXN SMILES: [Cl:1][c:2]1[n:3][c:4](-[c:18]2[cH:19][cH:20][n:21][cH:22][cH:23]2)[n:5][c:6]([Cl:17])[c:7]1[O:8][c:9]1[c:10]([O:15][CH3:16])[cH:11][cH:12][cH:13][cH:14]1.[K:24].[O:37]=[CH:38][N:39]([CH3:40])[CH3:41].[c:25]1([CH2:31][CH2:32][S:33](=[O:34])(=[O:35])[NH2:36])[cH:26][cH:27][cH:28][cH:29][cH:30]1>>[c:2]1([NH:36][S:33]([CH2:32][CH2:31][c:25]2[cH:26][cH:27][cH:28][cH:29][cH:30]2)(=[O:34])=[O:35])[n:3][c:4](-[c:18]2[cH:19][cH:20][n:21][cH:22][cH:23]2)[n:5][c:6]([Cl:17])[c:7]1[O:8][c:9]1[c:10]([O:15][CH3:16])[cH:11][cH:12][cH:13][cH:14]1. Reactants: NC1=C(C(C1=O)=O)OC (1-Amino-2-methoxy-cyclobut-1-ene-3,4-dione), CN(C)CC1=CC(=NC=C1)OCCCN (3-[4-(dimethylaminomethyl)pyrid-2-yloxy]prop-1-yl-amine). Solvent: C(C)O (ethanol). The product is CN(C)CC1=CC(=NC=C1)OCCCNC1=C(C(C1=O)=O)N (1-[3-[4-(Dimethylaminomethyl)pyrid-2-yloxy]prop-1-ylamino]-2-aminocyclobut-1-ene-3,4-dione). Isolated yield 66.0%. As a reaction SMILES: [NH2:1][C:2]1[C:5](=O)[C:4](=[O:7])[C:3]=1[O:8]C.[CH3:10][N:11]([CH2:13][C:14]1[CH:19]=[CH:18][N:17]=[C:16]([O:20][CH2:21][CH2:22][CH2:23][NH2:24])[CH:15]=1)[CH3:12]>C(O)C>[CH3:10][N:11]([CH2:13][C:14]1[CH:19]=[CH:18][N:17]=[C:16]([O:20][CH2:21][CH2:22][CH2:23][NH:24][C:5]2[C:4](=[O:7])[C:3](=[O:8])[C:2]=2[NH2:1])[CH:15]=1)[CH3:12]. Procedure: 1-Amino-2-methoxy-cyclobut-1-ene-3,4-dione (0.5 g) and 3-[4-(dimethylaminomethyl)pyrid-2-yloxy]prop-1-yl-amine (0.85 g) were refluxed in ethanol in a similar manner to Example 1. The solid obtained was recrystallised from ethanol to give the title product, (0.79 g), m.p. 212°-4° C. The reactants are OC1=C(C=C(C=C1)C(C(=O)OCC)C)[N+](=O)[O-] (Ethyl 2-(4-hydroxy-3-nitrophenyl)propanoate). The reagents and catalysts are [Pd] (Pd/C). Solvent: C1CCOC1 (THF), C(C)O (ethanol). Conditions: time 2 hour. Yields the product NC=1C=C(C=CC1O)C(C(=O)OCC)C (Ethyl 2-(3-amino-4-hydroxyphenyl)propanoate). As a reaction SMILES: [OH:1][C:2]1[CH:7]=[CH:6][C:5]([CH:8]([CH3:14])[C:9]([O:11][CH2:12][CH3:13])=[O:10])=[CH:4][C:3]=1[N+:15]([O-])=O>C1COCC1.C(O)C.[Pd]>[NH2:15][C:3]1[CH:4]=[C:5]([CH:8]([CH3:14])[C:9]([O:11][CH2:12][CH3:13])=[O:10])[CH:6]=[CH:7][C:2]=1[OH:1]. Procedure details: Ethyl 2-(4-hydroxy-3-nitrophenyl)propanoate (260 mg, 1.09 mmol) in THF (6 mL) and ethanol (6 mL) was slowly added 10% Pd/C (29 mg) at room temperature. The mixture was hydrogenated for 2 hours at 43 psi and then filtered with celite pad and washed with EtOAc. The filtrate was concentrated in vacuo. The residue was purified by column chromatography eluting with n-Hexane/EtOAc=1/1.